This data is from the Open Reaction Database (ORD), a public repository of structured organic reaction records. The task is: describe an organic reaction: reactants, conditions, products, and yield Reactants: C=CCOCCc1ccccc1, C1CCOC1, CCOCC, B1C2CCCC1CCC2, [Na+], [OH-], O, OO. Yields the product OCCCOCCc1ccccc1. Reaction SMILES: [CH2:1]([CH:2]=[CH2:3])[O:4][CH2:5][CH2:6][c:7]1[cH:8][cH:9][cH:10][cH:11][cH:12]1.[CH2:26]1[O:27][CH2:28][CH2:29][CH2:30]1.[CH3:31][CH2:32][O:33][CH2:34][CH3:35].[CH:13]12[CH2:14][CH2:15][CH2:16][CH:17]([BH:18]1)[CH2:19][CH2:20][CH2:21]2.[Na+:23].[OH-:22].[OH2:36].[OH:24][OH:25]>>[CH2:1]([CH2:2][CH2:3][OH:22])[O:4][CH2:5][CH2:6][c:7]1[cH:8][cH:9][cH:10][cH:11][cH:12]1.